From a dataset of the Open Reaction Database (ORD), a public repository of structured organic reaction records. describe an organic reaction: reactants, conditions, products, and yield Starting materials: Cl (hydrochloric acid), Cl (hydrochloric acid), CO (methanol), COC(=O)C1=CSC2=C1C=CC=C2 (1-benzothiophene-3-carboxylic acid methyl ester), [OH-].[Li+] (lithium hydroxide). Solvent: O (water), O1CCCC1 (tetrahydrofuran). Conditions: time 15 hour. Yields the product S1C=C(C2=C1C=CC=C2)C(=O)O (1-Benzothiophene-3-carboxylic acid). Yield: 100.2%. Reaction SMILES: CO.C[O:4][C:5]([C:7]1[C:11]2[CH:12]=[CH:13][CH:14]=[CH:15][C:10]=2[S:9][CH:8]=1)=[O:6].[OH-].[Li+].Cl>O.O1CCCC1>[S:9]1[C:10]2[CH:15]=[CH:14][CH:13]=[CH:12][C:11]=2[C:7]([C:5]([OH:6])=[O:4])=[CH:8]1 |f:2.3|. Procedure: To a methanol (100 mL) solution of 1-benzothiophene-3-carboxylic acid methyl ester (20.6 g, 107 mmol), tetrahydrofuran (200 mL), water (100 mL) and lithium hydroxide (9.00 g, 214 mmol) were added at room temperature, and the mixture was stirred for 15 hours at room temperature. 1N-hydrochloric acid (214 mL, 214 mmol) was added to the reaction liquor, and then methanol was distilled off under reduced pressure. To the obtained aqueous layer, 1N-hydrochloric acid (50 mL, 50 mmol) was added, and the... Starting materials: NC1=C(C(=O)N(CC)CC)C=C(C=C1)C=1C=NN(C1)CCCO (2-amino-N,N-diethyl-5-[1-(3-hydroxypropyl)-1H-pyrazol-4-yl]benzamide), BrC=1C(=NN(C1)CCCO)Cl (3-(4-bromo-3-chloro-pyrazol-1-yl)-propan-1-ol), BrC=1C(=NN(C1)CCCO)Cl (3-(4-bromo-3-chloro-pyrazol-1-yl)-propan-1-ol), NC=1C(=NC(=CC1)B1OC(C(O1)(C)C)(C)C)C(=O)NC (3-amino-N-methyl-6-(4,4,5,5-tetramethyl-1,3,2-dioxaborolan-2-yl)pyridine-2-carboxamide), NC=1C(=NC(=CC1)B1OC(C(O1)(C)C)(C)C)C(=O)NC (3-amino-N-methyl-6-(4,4,5,5-tetramethyl-1,3,2-dioxaborolan-2-yl)pyridine-2-carboxamide). Product: NC=1C(=NC(=CC1)C=1C(=NN(C1)CCCO)Cl)C(=O)NC (3-amino-6-[3-chloro-1-(3-hydroxypropyl)-1H-pyrazol-4-yl]-N-methylpyridine-2-carboxamide). The yield is 51.7%. As a reaction SMILES: NC1C=CC(C2C=NN(CCCO)C=2)=CC=1C(N(CC)CC)=O.[NH2:24][C:25]1[C:26]([C:40]([NH:42][CH3:43])=[O:41])=[N:27][C:28](B2OC(C)(C)C(C)(C)O2)=[CH:29][CH:30]=1.Br[C:45]1[C:46]([Cl:54])=[N:47][N:48]([CH2:50][CH2:51][CH2:52][OH:53])[CH:49]=1>>[NH2:24][C:25]1[C:26]([C:40]([NH:42][CH3:43])=[O:41])=[N:27][C:28]([C:45]2[C:46]([Cl:54])=[N:47][N:48]([CH2:50][CH2:51][CH2:52][OH:53])[CH:49]=2)=[CH:29][CH:30]=1. Procedure details: Prepared analogously to Compound 3C using 3-amino-N-methyl-6-(4,4,5,5-tetramethyl-1,3,2-dioxaborolan-2-yl)pyridine-2-carboxamide (Compound 48D, 631.2 mg, 2.28 mmol) and 3-(4-bromo-3-chloro-pyrazol-1-yl)-propan-1-ol (Compound 49E, 600 mg, 2.51 mmol) to afford 365 mg of the title compound 52%. 1H NMR (400 MHz, CD3OD) δ 8.27 (s, 1H), 7.73 (d, J=8.8 Hz, 1H), 7.18 (d, J=8.8 Hz, 1H), 4.23 (t, J=6.9 Hz, 2H), 3.56 (t, J=6.1 Hz, 2H), 2.94 (s, 3H), 2.07 (t, J=6.4 Hz, 2H). MS (ESI): m/z=310.20/312.23 [M+H]... Starting materials: OC(C[C@@]1(CCN(C(O1)=O)[C@@H](C)C1=CC=C(C=C1)B1OC(C(O1)(C)C)(C)C)C1=CC=CC=C1)(C)C ((S)-6-(2-hydroxy-2-methylpropyl)-6-phenyl-3-[(S)-1-(4-(4,4,5,5-tetramethyl-1,3,2-dioxaborolan-2-yl)phenyl)ethyl]-1,3-oxazinan-2-one), BrC1=CC(N(C=C1)CC(C)(C)OC)=O (4-bromo-1-(2-methoxy-2-methyl-propyl)-1H-pyridin-2-one). The product is OC(C[C@@]1(CCN(C(O1)=O)C(C)C1=CC=C(C=C1)C1=CC(N(C=C1)CC(C)(C)OC)=O)C1=CC=CC=C1)(C)C ((S)-6-(2-Hydroxy-2-methyl-propyl)-3-(1-{4-[1-(2-methoxy-2-methyl-propyl)-2-oxo-1,2-dihydro-pyridin-4-yl]-phenyl}-ethyl)-6-phenyl-[1,3]oxazinan-2-one). RXN SMILES: [OH:1][C:2]([CH3:35])([CH3:34])[CH2:3][C@@:4]1([C:28]2[CH:33]=[CH:32][CH:31]=[CH:30][CH:29]=2)[O:9][C:8](=[O:10])[N:7]([C@H:11]([C:13]2[CH:18]=[CH:17][C:16](B3OC(C)(C)C(C)(C)O3)=[CH:15][CH:14]=2)[CH3:12])[CH2:6][CH2:5]1.Br[C:37]1[CH:42]=[CH:41][N:40]([CH2:43][C:44]([O:47][CH3:48])([CH3:46])[CH3:45])[C:39](=[O:49])[CH:38]=1>>[OH:1][C:2]([CH3:35])([CH3:34])[CH2:3][C@@:4]1([C:28]2[CH:33]=[CH:32][CH:31]=[CH:30][CH:29]=2)[O:9][C:8](=[O:10])[N:7]([CH:11]([C:13]2[CH:14]=[CH:15][C:16]([C:37]3[CH:42]=[CH:41][N:40]([CH2:43][C:44]([O:47][CH3:48])([CH3:46])[CH3:45])[C:39](=[O:49])[CH:38]=3)=[CH:17][CH:18]=2)[CH3:12])[CH2:6][CH2:5]1. Procedure: The title compound was prepared from (S)-6-(2-hydroxy-2-methylpropyl)-6-phenyl-3-[(S)-1-(4-(4,4,5,5-tetramethyl-1,3,2-dioxaborolan-2-yl)phenyl)ethyl]-1,3-oxazinan-2-one and 4-bromo-1-(2-methoxy-2-methyl-propyl)-1H-pyridin-2-one following a procedure analogous to that described in Example 75 Method 1. Mass spectrum (ESI+): m/z=533 [M+H]+. Reactants: CCO, Cc1c(C)n(Cc2ccccc2)c2ncnc(Cl)c12, Nc1cccc(Cl)c1. The product is Cc1c(C)n(Cc2ccccc2)c2ncnc(Nc3cccc(Cl)c3)c12. Reaction SMILES: [CH3:28][CH2:29][OH:30].[Cl:1][c:2]1[c:3]2[c:4]([n:5][cH:6][n:7]1)[n:8]([CH2:13][c:14]1[cH:15][cH:16][cH:17][cH:18][cH:19]1)[c:9]([CH3:12])[c:10]2[CH3:11].[Cl:20][c:21]1[cH:22][c:23]([NH2:24])[cH:25][cH:26][cH:27]1>>[c:2]1([NH:24][c:23]2[cH:22][c:21]([Cl:20])[cH:27][cH:26][cH:25]2)[c:3]2[c:4]([n:5][cH:6][n:7]1)[n:8]([CH2:13][c:14]1[cH:15][cH:16][cH:17][cH:18][cH:19]1)[c:9]([CH3:12])[c:10]2[CH3:11]. The reactants are OC(CCCl)c1ccccc1, CC(=O)c1cccc(O)c1, c1ccc(P(c2ccccc2)c2ccccc2)cc1. The product is CC(=O)c1cccc(OC(CCCl)c2ccccc2)c1. As a reaction SMILES: [Cl:1][CH2:2][CH2:3][CH:4]([OH:5])[c:6]1[cH:7][cH:8][cH:9][cH:10][cH:11]1.[OH:12][c:13]1[cH:14][c:15]([C:19]([CH3:20])=[O:21])[cH:16][cH:17][cH:18]1.[c:22]1([P:23]([c:24]2[cH:25][cH:26][cH:27][cH:28][cH:29]2)[c:30]2[cH:31][cH:32][cH:33][cH:34][cH:35]2)[cH:36][cH:37][cH:38][cH:39][cH:40]1>>[Cl:1][CH2:2][CH2:3][CH:4]([O:5][c:13]1[cH:14][c:15]([C:19]([CH3:20])=[O:21])[cH:16][cH:17][cH:18]1)[c:6]1[cH:7][cH:8][cH:9][cH:10][cH:11]1. The reactants are OO (hydrogen peroxide), COC1=C2C=CC(=CC2=CC(=C1OC)OC)C=C (5,6,7-Trimethoxy-2-vinylnaphthalene), aqueous solution, [OH-].[Na+] (sodium hydroxide), B (borane). Solvent: O (Water), C1CCOC1 (THF), C1CCOC1 (THF). Conditions: time 2 hour. Yields the product OCCC1=CC2=CC(=C(C(=C2C=C1)OC)OC)OC (2-(2-hydroxyethyl)-5,6,7-trimethoxynaphthalene). Reaction SMILES: [CH3:1][O:2][C:3]1[C:12]([O:13][CH3:14])=[C:11]([O:15][CH3:16])[CH:10]=[C:9]2[C:4]=1[CH:5]=[CH:6][C:7]([CH:17]=[CH2:18])=[CH:8]2.B.[OH-:20].[Na+].OO>C1COCC1.O>[OH:20][CH2:18][CH2:17][C:7]1[CH:6]=[CH:5][C:4]2[C:9](=[CH:10][C:11]([O:15][CH3:16])=[C:12]([O:13][CH3:14])[C:3]=2[O:2][CH3:1])[CH:8]=1 |f:2.3|. Procedure details: 5,6,7-Trimethoxy-2-vinylnaphthalene (1.215 g) was dissolved in dry THF (10 mL) under an argon atmosphere, a 1 M THF solution (4.7 mL) of borane was added dropwise to the solution at 0° C., and the mixture was stirred at room temperature for 2 hours. Water (4 mL) was added to the reaction mixture at 0° C., and a 4 M aqueous solution (1.2 mL) of sodium hydroxide was then added. 31% Aqueous hydrogen peroxide (0.5 mL) was added to the reaction mixture at 0° C., and the mixture was stirred at 50° C. ... Product: N#CCCN(C(=O)Oc1cccc(NC(=O)C2CC2)c1)c1ccccc1. Reaction SMILES: [C:1](#[N:2])[CH2:3][CH2:4][NH:5][c:6]1[cH:7][cH:8][cH:9][cH:10][cH:11]1.[CH3:28][C:29]#[N:30].[CH:12]1([C:15](=[O:16])[NH:17][c:18]2[cH:19][c:20]([O:24][C:25](=[O:26])[Cl:27])[cH:21][cH:22][cH:23]2)[CH2:13][CH2:14]1>>[C:1](#[N:2])[CH2:3][CH2:4][N:5]([c:6]1[cH:7][cH:8][cH:9][cH:10][cH:11]1)[C:25]([O:24][c:20]1[cH:19][c:18]([NH:17][C:15]([CH:12]2[CH2:13][CH2:14]2)=[O:16])[cH:23][cH:22][cH:21]1)=[O:26]. Starting materials: N#CCCNc1ccccc1, CC#N, O=C(Cl)Oc1cccc(NC(=O)C2CC2)c1.